From a dataset of the Open Reaction Database (ORD), a public repository of structured organic reaction records. describe an organic reaction: reactants, conditions, products, and yield Reactants: OC1=NC=NC=C1C (4-hydroxy-5-methylpyrimidin), C(=O)([O-])[O-].[K+].[K+] (K2CO3), O (Water), BrCCCCCl (1-bromo-4-chlorobutane). The solvent is CS(=O)C (dimethyl sulfoxide). Reaction conditions: time 5 hour. Product: ClCCCCN1C(N=C(C(=C1)C)O)=O (1-(4-Chlorobutyl)-4-hydroxy-5-methylpyrimidin-2(1H)-one). RXN SMILES: [OH:1][C:2]1[C:7]([CH3:8])=[CH:6][N:5]=[CH:4][N:3]=1.C([O-])([O-])=O.[K+].[K+].Br[CH2:16][CH2:17][CH2:18][CH2:19][Cl:20].[OH2:21]>CS(C)=O>[Cl:20][CH2:19][CH2:18][CH2:17][CH2:16][N:5]1[CH:6]=[C:7]([CH3:8])[C:2]([OH:1])=[N:3][C:4]1=[O:21] |f:1.2.3|. Procedure: 10.1 g (80.0 mmol) of 4-hydroxy-5-methylpyrimidin-2(1H-one (thymine) in 300 ml of dimethyl sulfoxide (DMSO) and 11.1 g (80.0 mmol) of K2CO3 were stirred at room temperature for 1 hour. Then 13.7 g (80.0 mmol) of 1-bromo-4-chlorobutane were added dropwise to the mixture, and the reaction mixture was stirred at room temperature for 5 hours. Water was added to the reaction mixture, which was then extracted with ethyl acetate. The aqueous phase was then neutralized and extracted with methylene chlor... Reactants: C([O-])([O-])=O.[Na+].[Na+] (sodium carbonate), C1(=CC=CC=C1)P(C1=CC=CC=2C(C3=CC=CC(=C3OC12)P(C1=CC=CC=C1)C1=CC=CC=C1)(C)C)C1=CC=CC=C1 (4,5-bis(diphenylphosphino)-9,9-dimethylxanthene), FC1=NC=CC=C1N1N=C(C=C1OS(=O)(=O)C(F)(F)F)C(=O)OCC (ethyl 1-(2-fluoropyridin-3-yl)-5-{[(trifluoromethyl)sulfonyl]oxy}-1H-pyrazole-3-carboxylate), FC1=CC=C(C=C1)S (4-fluorobenzenethiol). The reagents and catalysts are C=1C=CC(=CC1)/C=C/C(=O)/C=C/C2=CC=CC=C2.C=1C=CC(=CC1)/C=C/C(=O)/C=C/C2=CC=CC=C2.C=1C=CC(=CC1)/C=C/C(=O)/C=C/C2=CC=CC=C2.[Pd].[Pd] (Tris(dibenzylideneacetone)dipalladium(0)). Solvent: C(C)(=O)OCC (ethyl acetate), C1(=CC=CC=C1)C (toluene). Run at temperature 110 celsius, time 3 hour. Yields the product FC1=CC=C(C=C1)SC1=CC(=NN1C=1C(=NC=CC1)F)C(=O)OCC (ethyl 5-[(4-fluorophenyl)sulfanyl]-1-(2-fluoropyridin-3-yl)-1H-pyrazole-3-carboxylate), crude yellow oil. Reaction SMILES: [F:1][C:2]1[C:7]([N:8]2[C:12](OS(C(F)(F)F)(=O)=O)=[CH:11][C:10]([C:21]([O:23][CH2:24][CH3:25])=[O:22])=[N:9]2)=[CH:6][CH:5]=[CH:4][N:3]=1.[F:26][C:27]1[CH:32]=[CH:31][C:30]([SH:33])=[CH:29][CH:28]=1.C(=O)([O-])[O-].[Na+].[Na+].C1(P(C2C=CC=CC=2)C2C3OC4C(=CC=CC=4P(C4C=CC=CC=4)C4C=CC=CC=4)C(C)(C)C=3C=CC=2)C=CC=CC=1>C1(C)C=CC=CC=1.C1C=CC(/C=C/C(/C=C/C2C=CC=CC=2)=O)=CC=1.C1C=CC(/C=C/C(/C=C/C2C=CC=CC=2)=O)=CC=1.C1C=CC(/C=C/C(/C=C/C2C=CC=CC=2)=O)=CC=1.[Pd].[Pd].C(OCC)(=O)C>[F:26][C:27]1[CH:32]=[CH:31][C:30]([S:33][C:12]2[N:8]([C:7]3[C:2]([F:1])=[N:3][CH:4]=[CH:5][CH:6]=3)[N:9]=[C:10]([C:21]([O:23][CH2:24][CH3:25])=[O:22])[CH:11]=2)=[CH:29][CH:28]=1 |f:2.3.4,7.8.9.10.11|. Procedure: A solution of ethyl 1-(2-fluoropyridin-3-yl)-5-{[(trifluoromethyl)sulfonyl]oxy}-1H-pyrazole-3-carboxylate (353 mg), 4-fluorobenzenethiol (130 mg) and sodium carbonate (146 mg) in toluene (5 mL) was sufficiently deaerated. Tris(dibenzylideneacetone)dipalladium(0) (8.4 mg) and 4,5-bis(diphenylphosphino)-9,9-dimethylxanthene (11 mg) were added and the mixture was further deaerated. The mixture was stirred under an argon atmosphere at 110° C. for 3 hr, allowed to cool to room temperature, ethyl acet... Starting materials: BrCCCOC1OCCCC1 (2-(3-bromopropoxy)tetrahydro-2H-pyran), C(CCCCCCCCCCCCC)OC1=CC=C(O1)C(=O)O (5-(tetradecyloxy)furan-2-carboxylic acid). Product: C(CCCCCCCCCCCCC)OC1=CC=C(O1)C(=O)OCCCOC1OCCCC1 (3-(tetrahydro-2H-pyran-2-yloxy)propyl 5-(tetradecyloxy)furan-2-carboxylate). As a reaction SMILES: Br[CH2:2][CH2:3][CH2:4][O:5][CH:6]1[CH2:11][CH2:10][CH2:9][CH2:8][O:7]1.[CH2:12]([O:26][C:27]1[O:31][C:30]([C:32]([OH:34])=[O:33])=[CH:29][CH:28]=1)[CH2:13][CH2:14][CH2:15][CH2:16][CH2:17][CH2:18][CH2:19][CH2:20][CH2:21][CH2:22][CH2:23][CH2:24][CH3:25]>>[CH2:12]([O:26][C:27]1[O:31][C:30]([C:32]([O:34][CH2:2][CH2:3][CH2:4][O:5][CH:6]2[CH2:11][CH2:10][CH2:9][CH2:8][O:7]2)=[O:33])=[CH:29][CH:28]=1)[CH2:13][CH2:14][CH2:15][CH2:16][CH2:17][CH2:18][CH2:19][CH2:20][CH2:21][CH2:22][CH2:23][CH2:24][CH3:25]. Procedure: The title compound was prepared as in Example 30 starting with 0.335 g (1.5 mmol) of 2-(3-bromopropoxy)tetrahydro-2H-pyran and 0.162 g (0.5 mmol) of 5-(tetradecyloxy)furan-2-carboxylic acid. 1H NMR (300 MHz, CDCl3) δ: 7.15 (d, 1H), 5.30 (d, 1H), 4.59-4.62 (m, 1H), 4.40 (app t, 2H), 4.10 (t, 2H), 3.80-3.90 (m, 2H), 3.40-3.60 (m, 2H), 2.05 (p, 2H), 1.20-1.85 (m, 30H), 0.89 (t, 3H). As a reaction SMILES: [C:33](=[O:34])([OH:35])[O-:36].[CH3:11][O:12][C:13]([CH:14]([N:15]1[CH2:16][c:17]2[c:18]([s:22][cH:23][cH:24]2)[CH:19]([OH:21])[CH2:20]1)[c:25]1[c:26]([Cl:31])[cH:27][cH:28][cH:29][cH:30]1)=[O:32].[Cl:38][CH2:39][Cl:40].[Cl:3][Si:4]([CH2:5][CH3:6])([CH2:7][CH3:8])[CH2:9][CH3:10].[I-:2].[Na+:1].[Na+:37].[OH2:41]>>[CH3:11][O:12][C:13]([CH:14]([N:15]1[CH2:16][c:17]2[c:18]([s:22][cH:23][cH:24]2)[CH2:19][CH2:20]1)[c:25]1[c:26]([Cl:31])[cH:27][cH:28][cH:29][cH:30]1)=[O:32]. The product is COC(=O)C(c1ccccc1Cl)N1CCc2sccc2C1. Reactants: O=C([O-])O, COC(=O)C(c1ccccc1Cl)N1Cc2ccsc2C(O)C1, ClCCl, CC[Si](Cl)(CC)CC, [I-], [Na+], [Na+], O. The reactants are Brc1ccccc1CC(c1cccnc1)c1cccnc1, O=C([O-])[O-], C1CCOC1, [Cs+], [Cs+], O=C(O)c1cccc(B(O)O)c1. The product is O=C(O)c1cccc(-c2ccccc2CC(c2cccnc2)c2cccnc2)c1. As a reaction SMILES: [Br:1][c:2]1[c:3]([CH2:8][CH:9]([c:10]2[cH:11][n:12][cH:13][cH:14][cH:15]2)[c:16]2[cH:17][n:18][cH:19][cH:20][cH:21]2)[cH:4][cH:5][cH:6][cH:7]1.[C:34](=[O:35])([O-:36])[O-:37].[CH2:40]1[O:41][CH2:42][CH2:43][CH2:44]1.[Cs+:38].[Cs+:39].[OH:22][B:23]([c:24]1[cH:25][c:26]([C:27](=[O:28])[OH:29])[cH:30][cH:31][cH:32]1)[OH:33]>>[c:2]1(-[c:24]2[cH:25][c:26]([C:27](=[O:28])[OH:29])[cH:30][cH:31][cH:32]2)[c:3]([CH2:8][CH:9]([c:10]2[cH:11][n:12][cH:13][cH:14][cH:15]2)[c:16]2[cH:17][n:18][cH:19][cH:20][cH:21]2)[cH:4][cH:5][cH:6][cH:7]1. Starting materials: N1C(N=CC2=CC=CC=C12)=O (Quinazolone), O=S(Cl)Cl (SOCl2). The solvent is CN(C)C=O (DMF). Reaction conditions: temperature 80 celsius. The product is N1=CN=CC2=CC=CC=C12 (quinazoline). Reaction SMILES: [NH:1]1[C:10]2[C:5](=[CH:6][CH:7]=[CH:8][CH:9]=2)[CH:4]=[N:3][C:2]1=O.O=S(Cl)Cl>CN(C=O)C>[N:1]1[C:10]2[C:5](=[CH:6][CH:7]=[CH:8][CH:9]=2)[CH:4]=[N:3][CH:2]=1. Reported procedure: Quinazolone Z.8 (817 mg, 3.36 mmol) is combined with SOCl2 (20 mL) and DMF (0.05 mL) and heated to 80° C. for 2 h. The solvent is removed and quinazoline D*.3 (879 mg, 100%) is obtained. Starting materials: FC1=CC(=C(C(=O)O)C=C1[N+](=O)[O-])C (4-fluoro-2-methyl-5-nitro-benzoic acid), C([O-])([O-])=O.[K+].[K+] (potassium carbonate), Cl (HCl), Cl.Cl.C1(=C(C=CC=C1)N1CCNCC1)C (1-o-tolyl-piperazine 2 HCl). The solvent is CN(C)C=O (DMF). Run at time 8 hour. Product: CC1=C(C(=O)O)C=C(C(=C1)N1CCN(CC1)C1=C(C=CC=C1)C)[N+](=O)[O-] (2-methyl-5-nitro-4-(4-o-tolyl-piperazin-1-yl)-benzoic acid). RXN SMILES: F[C:2]1[C:10]([N+:11]([O-:13])=[O:12])=[CH:9][C:5]([C:6]([OH:8])=[O:7])=[C:4]([CH3:14])[CH:3]=1.C(=O)([O-])[O-].[K+].[K+].Cl.Cl.[C:23]1([CH3:35])[CH:28]=[CH:27][CH:26]=[CH:25][C:24]=1[N:29]1[CH2:34][CH2:33][NH:32][CH2:31][CH2:30]1.Cl>CN(C=O)C>[CH3:14][C:4]1[CH:3]=[C:2]([N:32]2[CH2:33][CH2:34][N:29]([C:24]3[CH:25]=[CH:26][CH:27]=[CH:28][C:23]=3[CH3:35])[CH2:30][CH2:31]2)[C:10]([N+:11]([O-:13])=[O:12])=[CH:9][C:5]=1[C:6]([OH:8])=[O:7] |f:1.2.3,4.5.6|. Procedure: To a stirred solution of 4-fluoro-2-methyl-5-nitro-benzoic acid (5.0 g, 25.10 mmol) in anhydrous DMF (100 mL), potassium carbonate (10.4 g, 75.3 mmol) was added under N2 atmosphere followed by 1-o-tolyl-piperazine 2 HCl (8.13 g, 32.6 mmol). The reaction mixture was allowed to stir at room temperature overnight. The progress of the reaction was checked by TLC, upon completion of the reaction, solvent was removed in vacuo. The residue obtained was acidified with conc. HCl (≈pH=2-3). Yellow solid o...